Dataset: the Open Reaction Database (ORD), a public repository of structured organic reaction records. Task: describe an organic reaction: reactants, conditions, products, and yield Starting materials: CC=1NC2=C(N1)C=CC=C2 (2-methylbenzimidazole), COCCOCCOCCCl (2-chloroethyl 2-(2-methoxyethoxy)ethyl ether). The product is COCCOCCOCCN1C(=NC2=C1C=CC=C2)C (1-[2-[2-(2-Methoxyethoxy)ethoxy]ethyl]-2-methyl-1H-benzimidazole). Isolated yield 82.0%. Reaction SMILES: [CH3:1][C:2]1[NH:3][C:4]2[CH:10]=[CH:9][CH:8]=[CH:7][C:5]=2[N:6]=1.[CH3:11][O:12][CH2:13][CH2:14][O:15][CH2:16][CH2:17][O:18][CH2:19][CH2:20]Cl>>[CH3:11][O:12][CH2:13][CH2:14][O:15][CH2:16][CH2:17][O:18][CH2:19][CH2:20][N:3]1[C:4]2[CH:10]=[CH:9][CH:8]=[CH:7][C:5]=2[N:6]=[C:2]1[CH3:1]. Reported procedure: 1-[2-[2-(2-Methoxyethoxy)ethoxy]ethyl]-2-methyl-1H-benzimidazole was synthesized as in Synthesis Example 1 except that an equimolar amount of 2-methylbenzimidazole was used instead of benzimidazole and an equimolar amount of 2-chloroethyl 2-(2-methoxyethoxy)ethyl ether was used instead of 2-chloroethyl methyl ether. Yield 82%. The reactants are CC(C)(C)[Si](C)(C)OCCCCCO, CCCCP(=CC#N)(CCCC)CCCC, Cc1ccccc1, O=S(=O)(Cc1cc(F)ccc1F)c1ccc(Cl)cc1. Yields the product CC(C)(C)[Si](C)(C)OCCCCCC(c1cc(F)ccc1F)S(=O)(=O)c1ccc(Cl)cc1. Reaction SMILES: [C:20]([CH3:21])([CH3:22])([CH3:23])[Si:24]([O:25][CH2:26][CH2:27][CH2:28][CH2:29][CH2:30][OH:31])([CH3:32])[CH3:33].[C:34]([CH:35]=[P:36]([CH2:37][CH2:38][CH2:39][CH3:40])([CH2:41][CH2:42][CH2:43][CH3:44])[CH2:45][CH2:46][CH2:47][CH3:48])#[N:49].[CH3:50][c:51]1[cH:52][cH:53][cH:54][cH:55][cH:56]1.[Cl:1][c:2]1[cH:3][cH:4][c:5]([S:8](=[O:9])(=[O:10])[CH2:11][c:12]2[c:13]([F:19])[cH:14][cH:15][c:16]([F:18])[cH:17]2)[cH:6][cH:7]1>>[Cl:1][c:2]1[cH:3][cH:4][c:5]([S:8](=[O:9])(=[O:10])[CH:11]([c:12]2[c:13]([F:19])[cH:14][cH:15][c:16]([F:18])[cH:17]2)[CH2:30][CH2:29][CH2:28][CH2:27][CH2:26][O:25][Si:24]([C:20]([CH3:21])([CH3:22])[CH3:23])([CH3:32])[CH3:33])[cH:6][cH:7]1. Starting materials: ClC=1C=NN(C1C=1C=C2CN(C(C2=CC1)=O)[C@H](CO)CC1=CC(=CC=C1)F)C (5-(4-chloro-1-methyl-1H-pyrazol-5-yl)-2-[(1S)-1-(3-fluorobenzyl)-2-hydroxyethyl]isoindolin-1-one), C(Cl)Cl (methylene chloride), CC(=O)OI1(C=2C=CC=CC2C(=O)O1)(OC(=O)C)OC(=O)C (Dess-Martin periodinane). Reaction conditions: time 1 hour. Product: ClC=1C=NN(C1C=1C=C2CN(C(C2=CC1)=O)[C@H](C=O)CC1=CC(=CC=C1)F)C ((2S)-2-[5-(4-chloro-1-methyl-1H-pyrazol-5-yl)-1-oxo-1,3-dihydro-2H-isoindol-2-yl]-3-(3-fluorophenyl)propanal). Isolated yield 86.0%. Reaction SMILES: [Cl:1][C:2]1[CH:3]=[N:4][N:5]([CH3:28])[C:6]=1[C:7]1[CH:8]=[C:9]2[C:13](=[CH:14][CH:15]=1)[C:12](=[O:16])[N:11]([C@@H:17]([CH2:20][C:21]1[CH:26]=[CH:25][CH:24]=[C:23]([F:27])[CH:22]=1)[CH2:18][OH:19])[CH2:10]2.C(Cl)Cl.CC(OI1(OC(C)=O)(OC(C)=O)OC(=O)C2C=CC=CC1=2)=O>>[Cl:1][C:2]1[CH:3]=[N:4][N:5]([CH3:28])[C:6]=1[C:7]1[CH:8]=[C:9]2[C:13](=[CH:14][CH:15]=1)[C:12](=[O:16])[N:11]([C@@H:17]([CH2:20][C:21]1[CH:26]=[CH:25][CH:24]=[C:23]([F:27])[CH:22]=1)[CH:18]=[O:19])[CH2:10]2. Reported procedure: To a solution of 5-(4-chloro-1-methyl-1H-pyrazol-5-yl)-2-[(1S)-1-(3-fluorobenzyl)-2-hydroxyethyl]isoindolin-1-one (0.8 g, 2.001 mmol) in methylene chloride (10 mL, 200 mmol) at 0° C. was added Dess-Martin periodinane (1.02 g, 2.40 mmol). The reaction mixture was stirred at room temperature for 1 h, and then quenched with 1 N NaOH aqueous solution, and extracted with DCM (2×). The combined organic phases were washed with water, brine and dried over Na2SO4, filtered and concentrated under reduced ... Reactants: Cn1cc(-c2cncc(Br)c2)cn1, O=C([O-])c1ccccc1C(=O)O[O-], CC(C)O, [Mg+2], O, O, O, O, O, O. Yields the product Cn1cc(-c2cc(Br)c[n+]([O-])c2)cn1. Reaction SMILES: [Br:1][c:2]1[cH:3][n:4][cH:5][c:6](-[c:8]2[cH:9][n:10][n:11]([CH3:13])[cH:12]2)[cH:7]1.[C:20]([O:21][O-:22])(=[O:23])[c:25]1[c:26]([C:31](=[O:24])[O-:32])[cH:27][cH:28][cH:29][cH:30]1.[CH3:34][CH:35]([OH:36])[CH3:37].[Mg+2:33].[OH2:14].[OH2:15].[OH2:16].[OH2:17].[OH2:18].[OH2:19]>>[Br:1][c:2]1[cH:3][n+:4]([O-:24])[cH:5][c:6](-[c:8]2[cH:9][n:10][n:11]([CH3:13])[cH:12]2)[cH:7]1. Reactants: C1(CCCC1)C=1N=C(N2C1N=C(NC2=O)C2=C(C=CC=C2)OCC)C (8-Cyclopentyl-2-(2-ethoxy-phenyl)-6-methyl-3H-imidazo[1,5-a][1,3,5]triazin-4-one), ice, ClS(=O)(=O)O (chlorosulfonic acid). The solvent is ClCCl (dichloromethane). Reaction conditions: time 8 hour. The product is C(C)OC1=C(C=C(C=C1)S(=O)(=O)Cl)C1=NC=2N(C(N1)=O)C(=NC2C2CCCC2)C (4-Ethoxy-3-(8-cyclopentyl-6-methyl-4-oxo-3,4-dihydro-imidazol[1,5-a][1,3,5]-triazin-2-yl)-benzenesulfonyl chloride). As a reaction SMILES: [CH:1]1([C:6]2[N:7]=[C:8]([CH3:25])[N:9]3[C:14](=[O:15])[NH:13][C:12]([C:16]4[CH:21]=[CH:20][CH:19]=[CH:18][C:17]=4[O:22][CH2:23][CH3:24])=[N:11][C:10]=23)[CH2:5][CH2:4][CH2:3][CH2:2]1.[Cl:26][S:27](O)(=[O:29])=[O:28]>ClCCl>[CH2:23]([O:22][C:17]1[CH:18]=[CH:19][C:20]([S:27]([Cl:26])(=[O:29])=[O:28])=[CH:21][C:16]=1[C:12]1[NH:13][C:14](=[O:15])[N:9]2[C:8]([CH3:25])=[N:7][C:6]([CH:1]3[CH2:2][CH2:3][CH2:4][CH2:5]3)=[C:10]2[N:11]=1)[CH3:24]. Procedure: 372.3 mg (1.1 mmol) of 8-cyclopentyl-2-(2-ethoxy-phenyl)-6-methyl-3H-imidazo[1,5-a][1,3,5]triazin-4-one (example IX) are added in portions to 0.66 ml (9.9 mmol) of ice-cooled chlorosulfonic acid. The mixture is subsequently stirred overnight at room temperature before being diluted with dichloromethane and poured onto ice water. The organic phase is separated off. The aqueous phase is extracted once again with dichloromethane and the organic phases are combined, dried and evaporated. The reactants are Cl.N12C[C@H](C(CC1)CC2)NC(=O)C=2OC1=C(C2)C=CC=C1C=1C=C(C(=O)O)C=CC1 (3-(2-{[(3S)-1-Azabicyclo[2.2.2]oct-3-ylamino]carbonyl}-1-benzofuran-7-yl)-benzoic acid hydrochloride), C(C)OCCCN (3-ethoxypropylamine). Yields the product Cl.N12C[C@H](C(CC1)CC2)NC(=O)C=2OC1=C(C2)C=CC=C1C1=CC(=CC=C1)C(=O)NCCCOCC (N-[(3S)-1-Azabicyclo[2.2.2]oct-3-yl]-7-(3-{[(3-ethoxypropyl)amino]carbonyl}-phenyl)-1-benzofuran-2-carboxamide hydrochloride). Reaction SMILES: [ClH:1].[N:2]12[CH2:9][CH2:8][CH:5]([CH2:6][CH2:7]1)[C@H:4]([NH:10][C:11]([C:13]1[O:14][C:15]3[C:21]([C:22]4[CH:23]=[C:24]([CH:28]=[CH:29][CH:30]=4)[C:25]([OH:27])=O)=[CH:20][CH:19]=[CH:18][C:16]=3[CH:17]=1)=[O:12])[CH2:3]2.[CH2:31]([O:33][CH2:34][CH2:35][CH2:36][NH2:37])[CH3:32]>>[ClH:1].[N:2]12[CH2:9][CH2:8][CH:5]([CH2:6][CH2:7]1)[C@H:4]([NH:10][C:11]([C:13]1[O:14][C:15]3[C:21]([C:22]4[CH:30]=[CH:29][CH:28]=[C:24]([C:25]([NH:37][CH2:36][CH2:35][CH2:34][O:33][CH2:31][CH3:32])=[O:27])[CH:23]=4)=[CH:20][CH:19]=[CH:18][C:16]=3[CH:17]=1)=[O:12])[CH2:3]2 |f:0.1,3.4|. Procedure: 50 mg (0.12 mmol) of 3-(2-{[(3S)-1-azabicyclo[21.2.2]oct-3-ylamino]carbonyl}-1-benzofuran-7-yl)benzoic acid hydrochloride (Example 153) and 24.2 mg (0.23 mmol) of 3-ethoxypropylamine are reacted together by general method E. 23.6 mg (36.9% of theory) of the title compound are obtained.